From a dataset of the Open Reaction Database (ORD), a public repository of structured organic reaction records. describe an organic reaction: reactants, conditions, products, and yield Starting materials: C(C)(=O)O[BH-](OC(C)=O)OC(C)=O.[Na+] (sodium triacetoxyborohydride), Cl.NCC1=C(C=C(C=C1)C(C)(C)C)O (2-Aminomethyl-5-tert-butylphenol hydrochloride), C(C1=CC=CC=C1)=O (benzaldehyde), C(C)(=O)O (acetic acid). The solvent is C(Cl)Cl (CH2Cl2), CO (MeOH), ClCCCl (1,2-dichloroethane). Reaction conditions: time 8 hour. The product is C(C1=CC=CC=C1)NCC1=C(C=C(C=C1)C(C)(C)C)O (2-[(Benzylamino)methyl]-5-tert-butylphenol). RXN SMILES: Cl.[NH2:2][CH2:3][C:4]1[CH:9]=[CH:8][C:7]([C:10]([CH3:13])([CH3:12])[CH3:11])=[CH:6][C:5]=1[OH:14].[CH:15](=O)[C:16]1[CH:21]=[CH:20][CH:19]=[CH:18][CH:17]=1.C(O)(=O)C.C(O[BH-](OC(=O)C)OC(=O)C)(=O)C.[Na+]>ClCCCl.C(Cl)Cl.CO>[CH2:15]([NH:2][CH2:3][C:4]1[CH:9]=[CH:8][C:7]([C:10]([CH3:11])([CH3:13])[CH3:12])=[CH:6][C:5]=1[OH:14])[C:16]1[CH:21]=[CH:20][CH:19]=[CH:18][CH:17]=1 |f:0.1,4.5|. Reported procedure: To a mixture of 0.216 g (1.0 mmol) of the product of Example 1 and 0.108 g (0.1 mmol) of benzaldehyde suspended in 5 mL of 1,2-dichloroethane was added 0.5 mL acetic acid and 1 g of finely powdered 4 Å molecular sieves. The reaction mixture was stirred under a nitrogen atmosphere at room temperature overnight, then 1.12 g (5 mmol) of sodium triacetoxyborohydride was added. The reaction was then stirred an addition day at room temperature, then diluted with CH2Cl2 and MeOH. The mixture was filter... The reactants are NC1=CC=C(C=C1)NC(=O)C1N(CCN(C1)C1=CC(=C(C=C1)Cl)Cl)CC (N-(4-aminophenyl)-4-(3,4-dichlorophenyl)-1-ethyl-2-piperazinecarboxamide), [OH-].[NH4+] (ammonium hydroxide), C=O (formaldehyde), C(=O)C=O (glyoxal). Yields the product ClC=1C=C(C=CC1Cl)N1CC(N(CC1)CC)C(=O)NC1=CC=C(C=C1)N1C=NC=C1 (4-(3,4-Dichlorophenyl)-1-ethyl-N-[4-(1H-imidazol-1-yl)phenyl]-2-piperazinecarboxamide). Reaction SMILES: [NH2:1][C:2]1[CH:7]=[CH:6][C:5]([NH:8][C:9]([CH:11]2[CH2:16][N:15]([C:17]3[CH:22]=[CH:21][C:20]([Cl:23])=[C:19]([Cl:24])[CH:18]=3)[CH2:14][CH2:13][N:12]2[CH2:25][CH3:26])=[O:10])=[CH:4][CH:3]=1.[OH-].[NH4+:28].[CH2:29]=O.[CH:31]([CH:33]=O)=O>>[Cl:24][C:19]1[CH:18]=[C:17]([N:15]2[CH2:14][CH2:13][N:12]([CH2:25][CH3:26])[CH:11]([C:9]([NH:8][C:5]3[CH:6]=[CH:7][C:2]([N:1]4[CH:33]=[CH:31][N:28]=[CH:29]4)=[CH:3][CH:4]=3)=[O:10])[CH2:16]2)[CH:22]=[CH:21][C:20]=1[Cl:23] |f:1.2|. Procedure: In a manner similar to preparation 34, react N-(4-aminophenyl)-4-(3,4-dichlorophenyl)-1-ethyl-2-piperazinecarboxamide, ammonium hydroxide, aqueous formaldehyde, and glyoxal to obtain the title compound. Solvent: C(C)(=O)O (acetic acid). Reported procedure: Ten grams of 3-iodo-4-hydroxy-6-methylpyrrolo[2,3-d]pyrimidine are allowed to react with 2.19 g of 80% sodium hydride oil dispersion and 75 ml of dimethylformamide with the exclusion of moisture. After 30 minutes, 6.02 g of chloromethyl pivalate are added. This mixture is stirred for three hours poured into water, and neutralized with acetic acid. The solid is chromatographed on silica gel with acetone-dichloromethane to yield 3-iodo-4-hydroxy-l,5-bis-(pivaloyloxy)-6-methylpyrrolo[2,3-d]pyrimidi... Reaction conditions: time 30 minute. Starting materials: IN1C=NC=2C(=C1O)C=C(N2)C (3-iodo-4-hydroxy-6-methylpyrrolo[2,3-d]pyrimidine), C(C(C)(C)C)(=O)OCCl (chloromethyl pivalate), [H-].[Na+] (sodium hydride oil dispersion), CN(C=O)C (dimethylformamide), O (water). The product is IN1CN(C=2C(=C1O)C(=C(N2)C)OC(C(C)(C)C)=O)OC(C(C)(C)C)=O (3-iodo-4-hydroxy-l,5-bis-(pivaloyloxy)-6-methylpyrrolo[2,3-d]pyrimidine). RXN SMILES: [I:1][N:2]1[C:7]([OH:8])=[C:6]2[CH:9]=[C:10]([CH3:12])[N:11]=[C:5]2[N:4]=[CH:3]1.[H-].[Na+].CN(C)[CH:17]=[O:18].[C:20]([O:26]CCl)(=[O:25])[C:21]([CH3:24])([CH3:23])[CH3:22].[OH2:29]>C(O)(=O)C>[I:1][N:2]1[C:7]([OH:8])=[C:6]2[C:9]([O:26][C:20](=[O:25])[C:21]([CH3:24])([CH3:23])[CH3:22])=[C:10]([CH3:12])[N:11]=[C:5]2[N:4]([O:29][C:17](=[O:18])[C:6]([CH3:9])([CH3:7])[CH3:5])[CH2:3]1 |f:1.2|.